The task is: describe an organic reaction: reactants, conditions, products, and yield. This data is from the Open Reaction Database (ORD), a public repository of structured organic reaction records. As a reaction SMILES: [Br:62][c:63]1[cH:64][c:65]([CH3:70])[c:66]([Cl:69])[n:67][cH:68]1.[C:71](=[O:72])([O-:73])[O-:74].[CH:1]12[CH2:2][N:3]([C:9](=[O:10])[O:11][C:12]([CH3:13])([CH3:14])[CH3:15])[CH2:4][CH2:5][CH:6]1[CH2:7][NH:8]2.[Cs+:75].[Cs+:76].[O:115]=[C:116]([CH:117]=[CH:118][c:119]1[cH:120][cH:121][cH:122][cH:123][cH:124]1)[CH:125]=[CH:126][c:127]1[cH:128][cH:129][cH:130][cH:131][cH:132]1.[O:79]=[C:80]([CH:81]=[CH:82][c:83]1[cH:84][cH:85][cH:86][cH:87][cH:88]1)[CH:89]=[CH:90][c:91]1[cH:92][cH:93][cH:94][cH:95][cH:96]1.[O:97]=[C:98]([CH:99]=[CH:100][c:101]1[cH:102][cH:103][cH:104][cH:105][cH:106]1)[CH:107]=[CH:108][c:109]1[cH:110][cH:111][cH:112][cH:113][cH:114]1.[Pd:77].[Pd:78].[cH:16]1[cH:17][cH:18][c:19]([P:20]([c:21]2[cH:22][cH:23][c:24]3[c:25]([cH:26][cH:27][cH:28][cH:29]3)[c:30]2-[c:31]2[c:32]3[c:33]([cH:34][cH:35][cH:36][cH:37]3)[cH:38][cH:39][c:40]2[P:41]([c:42]2[cH:43][cH:44][cH:45][cH:46][cH:47]2)[c:48]2[cH:49][cH:50][cH:51][cH:52][cH:53]2)[c:54]2[cH:55][cH:56][cH:57][cH:58][cH:59]2)[cH:60][cH:61]1>>[CH:1]12[CH2:2][N:3]([C:9](=[O:10])[O:11][C:12]([CH3:13])([CH3:14])[CH3:15])[CH2:4][CH2:5][CH:6]1[CH2:7][N:8]2[c:63]1[cH:64][c:65]([CH3:70])[c:66]([Cl:69])[n:67][cH:68]1. Yields the product Cc1cc(N2CC3CCN(C(=O)OC(C)(C)C)CC32)cnc1Cl. Starting materials: Cc1cc(Br)cnc1Cl, O=C([O-])[O-], CC(C)(C)OC(=O)N1CCC2CNC2C1, [Cs+], [Cs+], O=C(C=Cc1ccccc1)C=Cc1ccccc1, O=C(C=Cc1ccccc1)C=Cc1ccccc1, O=C(C=Cc1ccccc1)C=Cc1ccccc1, [Pd], [Pd], c1ccc(P(c2ccccc2)c2ccc3ccccc3c2-c2c(P(c3ccccc3)c3ccccc3)ccc3ccccc23)cc1.